This data is from the Open Reaction Database (ORD), a public repository of structured organic reaction records. The task is: describe an organic reaction: reactants, conditions, products, and yield Product: C(C1=CC=CC=C1)ONC(=O)C1=C(C=CC=C1)NCC=1C=CC(=C(C(=O)NCCO)C1)F (5-[(2-Benzyloxycarbamoyl-phenylamino)-methyl]-2-fluoro-N-(2-hydroxy-ethyl)-benzamide). Solvent: CN(C)C=O (DMF). As a reaction SMILES: [CH2:1]([O:8][NH:9][C:10]([C:12]1[CH:17]=[CH:16][CH:15]=[CH:14][C:13]=1[NH:18][CH2:19][C:20]1[CH:21]=[CH:22][C:23]([F:29])=[C:24]([CH:28]=1)[C:25](O)=[O:26])=[O:11])[C:2]1[CH:7]=[CH:6][CH:5]=[CH:4][CH:3]=1.O.ON1C2C=CC=CC=2N=N1.[NH2:41][CH2:42][CH2:43][OH:44].CN1CCOCC1.Cl.C(N=C=NCCCN(C)C)C>CN(C=O)C>[CH2:1]([O:8][NH:9][C:10]([C:12]1[CH:17]=[CH:16][CH:15]=[CH:14][C:13]=1[NH:18][CH2:19][C:20]1[CH:21]=[CH:22][C:23]([F:29])=[C:24]([CH:28]=1)[C:25]([NH:41][CH2:42][CH2:43][OH:44])=[O:26])=[O:11])[C:2]1[CH:7]=[CH:6][CH:5]=[CH:4][CH:3]=1 |f:1.2,5.6|. The reactants are C(C1=CC=CC=C1)ONC(=O)C1=C(C=CC=C1)NCC=1C=CC(=C(C(=O)O)C1)F (5-[(2-Benzyloxycarbamoyl-phenylamino)-methyl]-2-fluoro-benzoic acid), O.ON1N=NC2=C1C=CC=C2 (1-hydroxybenzotriazole hydrate), NCCO (2-Amino-ethanol), CN1CCOCC1 (N-methylmorpholine), Cl.C(C)N=C=NCCCN(C)C (1-ethyl-3-(3-dimethylaminopropyl)-carbodiimide hydrochloride). Reported procedure: 5-[(2-Benzyloxycarbamoyl-phenylamino)-methyl]-2-fluoro-benzoic acid (Example 498, 96.5 mg) and 1-hydroxybenzotriazole hydrate (36 mg) was dissolved in DMF (1.0 ml). 2-Amino-ethanol (15 μl), N-methylmorpholine (28 μl), and 1-ethyl-3-(3-dimethylaminopropyl)-carbodiimide hydrochloride (50.1 mg) was added in that order. The reaction mixture was shaken at room temperature for 15 hours. The solvent was evaporated under reduced pressure and the residue was dissolved in dichloromethane and evaporated on... Conditions: time 15 hour. Yields the product C(C)(C)(C)C1=CC=C(C(=O)C=2C(=C3C(CC4(CCC4)OC3=CC2C(C)C)=O)C2=CC=C(C=C2)F)C=C1 (6-(4-tert.-Butylbenzoyl)-5-(4-fluorophenyl)-7-isopropylspiro[chromen-2,1′-cyclobutan]-4(3H)-one). The reactants are CC(=O)OI1(C2=CC=CC=C2C(=O)O1)(OC(=O)C)OC(=O)C (1,1-dihydro-1,1,1-triacetoxy-1,2-benziodoxol-3(1H)-one), C(C)(C)(C)C1=CC=C(C=C1)C(C=1C(=C2C(CC3(CCC3)OC2=CC1C(C)C)=O)C1=CC=C(C=C1)F)O (6-[(4-tert-Butylphenyl)(hydroxy)methyl]-5-(4-fluorophenyl)-7-isopropylspiro[chromen-2,1′-cyclo-butan]-4(3H)-one), ClCCl (dichloromethane), ClCCl (dichloromethane), N1=CC=CC=C1 (pyridine). The solvent is C(C)(=O)OCC (ethyl acetate), [OH-].[Na+] (sodium hydroxide). Reaction conditions: temperature 0 celsius, time 1.5 hour. Procedure: 91 mg (0.21 mmol) of 1,1-dihydro-1,1,1-triacetoxy-1,2-benziodoxol-3(1H)-one are dissolved in 1.4 ml of abs. dichloromethane and cooled to −30° C. 12 μl (0.14 mmol) of pyridine are added, followed by the dropwise addition of 68 mg (0.14 mmol) of 6-[(4-tert-butylphenyl)(hydroxy)-methyl]-5-(4-fluorophenyl)-7-isopropylspiro[chromen-2,1′-cyclobutan]-4(3H)-one (Example 55A), dissolved in 0.6 ml of abs. dichloromethane. The mixture is slowly warmed to 0° C. and stirred at this temperature for 1.5 h. Th... RXN SMILES: CC(OI1(OC(C)=O)(OC(C)=O)OC(=O)C2C1=CC=CC=2)=O.ClCCl.N1C=CC=CC=1.[C:32]([C:36]1[CH:41]=[CH:40][C:39]([CH:42]([OH:67])[C:43]2[C:44]([C:60]3[CH:65]=[CH:64][C:63]([F:66])=[CH:62][CH:61]=3)=[C:45]3[C:53](=[CH:54][C:55]=2[CH:56]([CH3:58])[CH3:57])[O:52][C:48]2([CH2:51][CH2:50][CH2:49]2)[CH2:47][C:46]3=[O:59])=[CH:38][CH:37]=1)([CH3:35])([CH3:34])[CH3:33]>C(OCC)(=O)C.[OH-].[Na+]>[C:32]([C:36]1[CH:37]=[CH:38][C:39]([C:42]([C:43]2[C:44]([C:60]3[CH:65]=[CH:64][C:63]([F:66])=[CH:62][CH:61]=3)=[C:45]3[C:53](=[CH:54][C:55]=2[CH:56]([CH3:58])[CH3:57])[O:52][C:48]2([CH2:51][CH2:50][CH2:49]2)[CH2:47][C:46]3=[O:59])=[O:67])=[CH:40][CH:41]=1)([CH3:34])([CH3:35])[CH3:33] |f:5.6|. Reactants: OC1=CC=C(C=C1)C(C)(CC(C)C)C1=CC=C(C=C1)O (2,2-bis(4-hydroxyphenyl)-4-methylpentane), OC1=CC=C(C=C1)C(=O)CC1=CC=CC=C1 (benzyl 4-hydroxy- phenyl ketone). The product is OC1=CC=C(C(=O)C2=CC=C(C=C2)O)C=C1 (4,4'-dihydroxybenzophenone). RXN SMILES: [OH:1][C:2]1[CH:7]=[CH:6][C:5]([C:8]([C:14]2[CH:19]=[CH:18][C:17]([OH:20])=[CH:16][CH:15]=2)(CC(C)C)C)=[CH:4][CH:3]=1.[OH:21]C1C=CC(C(CC2C=CC=CC=2)=O)=CC=1>>[OH:1][C:2]1[CH:7]=[CH:6][C:5]([C:8]([C:14]2[CH:19]=[CH:18][C:17]([OH:20])=[CH:16][CH:15]=2)=[O:21])=[CH:4][CH:3]=1. Procedure: 2,2-bis(4-hydroxyphenyl)-4-methylpentane; benzyl 4-hydroxy- phenyl ketone; Reactants: ClC1=CC(=CC=C1)C(=O)OO (m-Chloroperbenzoic acid), C(=O)(O)[O-].[Na+] (NaHCO3), C(=O)(OCC)C1=CC2=C(NC(=N2)SCC2=NC=CC(=C2OC)OC)C=C1 (5--Carbethoxy-2-[[(3,4-dimethoxy-2-pyridinyl)methyl]thio]-1H-benzimidazole). Run in O (H2O), C(Cl)Cl (CH2Cl2), C(Cl)Cl (CH2Cl2). Reaction conditions: time 10 minute. Product: C(=O)(OCC)C1=CC2=C(NC(=N2)S(=O)CC2=NC=CC(=C2OC)OC)C=C1 (5-Carbethoxy-2-[[(3,4-dimethoxy-2pyridinyl)methyl ]sulfinyl]-1H-benzimidazole). Isolated yield 54.0%. As a reaction SMILES: [C:1]([C:6]1[CH:26]=[CH:25][C:9]2[NH:10][C:11]([S:13][CH2:14][C:15]3[C:20]([O:21][CH3:22])=[C:19]([O:23][CH3:24])[CH:18]=[CH:17][N:16]=3)=[N:12][C:8]=2[CH:7]=1)([O:3][CH2:4][CH3:5])=[O:2].C([O-])(O)=[O:28].[Na+].ClC1C=CC=C(C(OO)=O)C=1>C(Cl)Cl.O>[C:1]([C:6]1[CH:26]=[CH:25][C:9]2[NH:10][C:11]([S:13]([CH2:14][C:15]3[C:20]([O:21][CH3:22])=[C:19]([O:23][CH3:24])[CH:18]=[CH:17][N:16]=3)=[O:28])=[N:12][C:8]=2[CH:7]=1)([O:3][CH2:4][CH3:5])=[O:2] |f:1.2|. Procedure details: 5--Carbethoxy-2-[[(3,4-dimethoxy-2-pyridinyl)methyl]thio]-1H-benzimidazole (95.2% pure) (1.4 g, 0.0036 mol) was dissolved in CH2Cl2 (30 ml). NaHCO3 (0.6 g, 0.0072 mol in H2O (10 ml) was added and the mixture was cooled to +2° C. m-Chloroperbenzoic acid 69.5% (0.87 g, 0.0035 mol) dissolved in CH2Cl2 (5 ml) was added dropwise under stirring. Stirring was continued at +2° C. for 10 min. The phases were separated and the organic phase was dried over Na2SO4 and evaporated under reduced pressure. The ... Reagents/catalysts: [Ti](Cl)(Cl)(Cl)Cl (titanium tetrachloride). The product is FC=1OC(OC1F)(C(F)(F)F)C(F)(F)F (Perfluoro-2,2-Dimethyl-1,3-Dioxole). As a reaction SMILES: [H-].[Al+3].[Li+].[H-].[H-].[H-].Cl[C:8]1([F:23])[C:12](Cl)([F:13])[O:11][C:10]([C:19]([F:22])([F:21])[F:20])([C:15]([F:18])([F:17])[F:16])[O:9]1>[Ti](Cl)(Cl)(Cl)Cl.O1CCCC1>[F:13][C:12]1[O:11][C:10]([C:19]([F:20])([F:21])[F:22])([C:15]([F:16])([F:18])[F:17])[O:9][C:8]=1[F:23] |f:0.1.2.3.4.5|. Reported procedure: This example was conducted in the same manner as Example 1, except that the reactants were the following: Lithium aluminum hydride (8.0 g, 0.211 mole), titanium tetrachloride (9.84 g, 0.052 mole), 4,5-dichloro-4,5-difluoro- 2,2-bis(trifluoromethyl)-1,3-dioxolane (31.5 g, 0.1 mole) and tetrahydrofuran (100 mL). The yield of this reaction was 53% with 100% conversion. Run in O1CCCC1 (tetrahydrofuran). Starting materials: [H-].[Al+3].[Li+].[H-].[H-].[H-] (Lithium aluminum hydride), ClC1(OC(OC1(F)Cl)(C(F)(F)F)C(F)(F)F)F (4,5-dichloro-4,5-difluoro- 2,2-bis(trifluoromethyl)-1,3-dioxolane). Reactants: O (water), FC1=C(C=C(C=C1)NC(C1=CN=C(C=C1)S)=O)[N+](=O)[O-] (N-(4-fluoro-3-nitrophenyl)-6-mercaptonicotinamide), BrCC(=O)OCC (ethyl bromoacetate), CCN(C(C)C)C(C)C (DIPEA). The solvent is CN(C)C=O (DMF). Conditions: time 10 minute. Product: C(C)OC(CSC1=NC=C(C=C1)C(NC1=CC(=C(C=C1)F)[N+](=O)[O-])=O)=O ([5-(4-fluoro-3-nitrophenylcarbamoyl)pyridin-2-ylsulfanyl]acetic acid ethyl ester). The yield is 107.8%. As a reaction SMILES: [F:1][C:2]1[CH:7]=[CH:6][C:5]([NH:8][C:9](=[O:17])[C:10]2[CH:15]=[CH:14][C:13]([SH:16])=[N:12][CH:11]=2)=[CH:4][C:3]=1[N+:18]([O-:20])=[O:19].Br[CH2:22][C:23]([O:25][CH2:26][CH3:27])=[O:24].CCN(C(C)C)C(C)C.O>CN(C=O)C>[CH2:26]([O:25][C:23](=[O:24])[CH2:22][S:16][C:13]1[CH:14]=[CH:15][C:10]([C:9](=[O:17])[NH:8][C:5]2[CH:6]=[CH:7][C:2]([F:1])=[C:3]([N+:18]([O-:20])=[O:19])[CH:4]=2)=[CH:11][N:12]=1)[CH3:27]. Procedure details: To mixture of the of N-(4-fluoro-3-nitrophenyl)-6-mercaptonicotinamide (200 mg, 0.68 mmol) and ethyl bromoacetate (113 μL, 1.02 mmol) in DMF (5 mL) was added DIPEA (243 μL, 1.4 mmol). The reaction mixture was stirred for 10 minutes before being poured into water and being extracted with ethyl acetate (3×50 mL). The combined extracts were washed with water and brine and were dried over magnesium sulfate. Filtration followed by concentration in vacuo gave 278 mg (100%) of [5-(4-fluoro-3-nitropheny... Starting materials: N(=[N+]=[N-])CC1=CC=CC(=N1)N1C(CCC1)=O (1-(6-azidomethyl-pyridin-2-yl)pyrrolidin-2-one). The reagents and catalysts are [Pt] (platinum). Run in C(C)O (ethanol). Reaction conditions: temperature 45 celsius, time 18 hour. The product is NCC1=CC=CC(=N1)N1C(CCC1)=O (1-(6-Aminomethylpyridin-2-yl)pyrrolidin-2-one). Reaction SMILES: [N:1]([CH2:4][C:5]1[N:10]=[C:9]([N:11]2[CH2:15][CH2:14][CH2:13][C:12]2=[O:16])[CH:8]=[CH:7][CH:6]=1)=[N+]=[N-]>C(O)C.[Pt]>[NH2:1][CH2:4][C:5]1[N:10]=[C:9]([N:11]2[CH2:15][CH2:14][CH2:13][C:12]2=[O:16])[CH:8]=[CH:7][CH:6]=1. Procedure: A solution of crude 1-(6-azidomethyl-pyridin-2-yl)pyrrolidin-2-one (containing triphenylphosphine oxide), in ethanol (100 mL) was treated with platinum (5% on carbon), stirred under hydrogen at 45° C. and ambient pressure for 18 h, filtered through a pad of Celite, concentrated in vacuo then co-evaporated with toluene and then chloroform to give the title compound (11.32 g) as a white solid, contaminated with triphenylphosphine oxide; LC-MS retention time 0.66 min, (M+H)+ 192. The reactants are O, O=[N+]([O-])O, Oc1ccc2c(c1)CCCC2. The product is O=[N+]([O-])c1c(O)ccc2c1CCCC2. RXN SMILES: [OH2:16].[OH:12][N+:13]([O-:14])=[O:15].[cH:1]1[c:2]([OH:11])[cH:3][cH:4][c:5]2[c:10]1[CH2:9][CH2:8][CH2:7][CH2:6]2>>[c:1]1([N+:13](=[O:12])[O-:14])[c:2]([OH:11])[cH:3][cH:4][c:5]2[c:10]1[CH2:9][CH2:8][CH2:7][CH2:6]2.